This data is from the Open Reaction Database (ORD), a public repository of structured organic reaction records. The task is: describe an organic reaction: reactants, conditions, products, and yield Reactants: C(C)OC=1C=C(C=CC1Cl)N1C(C2=CC(C1=O)CCC2)=O (N-(3-ethoxy-4-chlorophenyl)-3,4,5,6-tetrahydroisophthalimide), CC(=O)C (acetone), C(C)NCC (diethylamine), CC(=O)C (acetone). Yields the product C(C)N(C(C1=C(C(=O)NC2=CC(=C(C=C2)Cl)OCC)CCCC1)=O)CC (N,N-diethyl-N'-(3-ethoxy-4-chlorophenyl)-3,4,5,6-tetrahydrophthalamide). As a reaction SMILES: [CH2:1]([O:3][C:4]1[CH:5]=[C:6]([N:11]2[C:16](=[O:17])[CH:15]3[CH2:18][CH2:19][CH2:20][C:13](=[CH:14]3)C2=O)[CH:7]=[CH:8][C:9]=1[Cl:10])[CH3:2].[CH2:22]([NH:24][CH2:25][CH3:26])[CH3:23].C[C:28](C)=[O:29]>>[CH2:22]([N:24]([CH2:25][CH3:26])[C:28](=[O:29])[C:18]1[CH2:19][CH2:20][CH2:13][CH2:14][C:15]=1[C:16]([NH:11][C:6]1[CH:7]=[CH:8][C:9]([Cl:10])=[C:4]([O:3][CH2:1][CH3:2])[CH:5]=1)=[O:17])[CH3:23]. Procedure: To 50 ml of acetone is added 3.0 g of N-(3-ethoxy-4-chlorophenyl)-3,4,5,6-tetrahydroisophthalimide and a solution of 0.8 g of diethylamine in 5 ml of acetone is dropwise added to the solution over the period of about 3 minutes under stirring at room temperature. The solution is stirred at room temperature for a further 4 hours and the solvent is distilled off under reduced pressure for concentration, and recrystallization of the resultant residue from n-hexane yields 2.2 g of the subject compoun... Reactants: CC1CC1CNC(=O)c1ccc(Cl)nn1, O=C(c1ccccc1C(F)(F)F)N1CCNCC1. The product is CC1CC1CNC(=O)c1ccc(N2CCN(C(=O)c3ccccc3C(F)(F)F)CC2)nn1. RXN SMILES: [CH3:1][CH:2]1[CH:3]([CH2:5][NH:6][C:7](=[O:8])[c:9]2[n:10][n:11][c:12]([Cl:15])[cH:13][cH:14]2)[CH2:4]1.[N:16]1([C:22](=[O:23])[c:24]2[c:25]([C:30]([F:31])([F:32])[F:33])[cH:26][cH:27][cH:28][cH:29]2)[CH2:17][CH2:18][NH:19][CH2:20][CH2:21]1>>[CH3:1][CH:2]1[CH:3]([CH2:5][NH:6][C:7](=[O:8])[c:9]2[n:10][n:11][c:12]([N:19]3[CH2:18][CH2:17][N:16]([C:22](=[O:23])[c:24]4[c:25]([C:30]([F:31])([F:32])[F:33])[cH:26][cH:27][cH:28][cH:29]4)[CH2:21][CH2:20]3)[cH:13][cH:14]2)[CH2:4]1. Isolated yield 70.0%. The product is C1(CCCCC1)C(C=1C(=NN(C1)C1=NC=C(C=C1)C(F)(F)F)C)NC1=CC=C(C=C1)C(=O)NCCC(=O)O (3-[({4-[(cyclohexyl{3-methyl-1-[5-(trifluoromethyl)pyridin-2-yl]-1H-pyrazol-4-yl}methyl)amino]phenyl}carbonyl)amino]propanoic acid). RXN SMILES: [CH:1]1([CH:7]([C:9]2[C:10]([CH3:24])=[N:11][N:12]([C:14]3[CH:19]=[CH:18][C:17]([C:20]([F:23])([F:22])[F:21])=[CH:16][N:15]=3)[CH:13]=2)O)[CH2:6][CH2:5][CH2:4][CH2:3][CH2:2]1.S(Cl)(Cl)=O.[C:29](=[O:32])([O-])[OH:30].[Na+].[OH-].[Na+].[O:36]1[CH2:40][CH2:39][CH2:38][CH2:37]1>C(O)C>[CH:1]1([CH:7]([NH:11][C:10]2[CH:9]=[CH:7][C:39]([C:40]([NH:12][CH2:14][CH2:19][C:29]([OH:30])=[O:32])=[O:36])=[CH:38][CH:37]=2)[C:9]2[C:10]([CH3:24])=[N:11][N:12]([C:14]3[CH:19]=[CH:18][C:17]([C:20]([F:23])([F:22])[F:21])=[CH:16][N:15]=3)[CH:13]=2)[CH2:6][CH2:5][CH2:4][CH2:3][CH2:2]1 |f:2.3,4.5|. Reactants: ethyl ester, C1(CCCCC1)C(O)C=1C(=NN(C1)C1=NC=C(C=C1)C(F)(F)F)C (cyclohexyl{3-methyl-1-[5-(trifluoromethyl)pyridin-2-yl]-1H-pyrazol-4-yl}methanol), O1CCCC1 (tetrahydrofuran), S(=O)(Cl)Cl (thionyl chloride), C(O)([O-])=O.[Na+] (sodium hydrogen carbonate), [OH-].[Na+] (sodium hydroxide). Run at time 30 minute. Run in C(C)O (ethanol). Procedure details: To a solution (10 mL) of cyclohexyl{3-methyl-1-[5-(trifluoromethyl)pyridin-2-yl]-1H-pyrazol-4-yl}methanol (0.75 g) synthesized above in tetrahydrofuran was added thionyl chloride (0.24 mL) at room temperature, and the mixture was stirred for 30 min. The reaction mixture was poured into aqueous sodium hydrogen carbonate solution at 0° C., and the mixture was extracted with ethyl acetate. The extract was washed with brine, dried over magnesium sulfate and concentrated under reduced pressure. The r... Reactants: BrCC(=O)C=1C=NN(C1C)C1=CC=CC=C1 (2-bromo-1-(5-methyl-1-phenyl-1H-pyrazol-4-yl)-1-ethanone), N1(CCOCC1)CCCNC(=S)N ((3-morpholin-4-yl-propyl)-thiourea), C(C)(C)N(C(C)C)CC (N,N-diisopropylethylamine), S1C(=CC=C1)C(=O)Cl (thiophene-2-carbonyl chloride). Run in O1CCOCC1 (dioxane). Conditions: temperature 80 celsius. Yields the product CC1=C(C=NN1C1=CC=CC=C1)C=1N=C(SC1)N(C(=O)C=1SC=CC1)CCCN1CCOCC1 (N-(4-(5-Methyl-1-phenyl-1H-pyrazol-4-yl)thiazol-2-yl)-N-(3-morpholinopropyl)thiophene-2-carboxamide). Isolated yield 65.2%. Reaction SMILES: Br[CH2:2][C:3]([C:5]1[CH:6]=[N:7][N:8]([C:11]2[CH:16]=[CH:15][CH:14]=[CH:13][CH:12]=2)[C:9]=1[CH3:10])=O.[N:17]1([CH2:23][CH2:24][CH2:25][NH:26][C:27]([NH2:29])=[S:28])[CH2:22][CH2:21][O:20][CH2:19][CH2:18]1.C(N(CC)C(C)C)(C)C.[S:39]1[CH:43]=[CH:42][CH:41]=[C:40]1[C:44](Cl)=[O:45]>O1CCOCC1>[CH3:10][C:9]1[N:8]([C:11]2[CH:16]=[CH:15][CH:14]=[CH:13][CH:12]=2)[N:7]=[CH:6][C:5]=1[C:3]1[N:29]=[C:27]([N:26]([CH2:25][CH2:24][CH2:23][N:17]2[CH2:18][CH2:19][O:20][CH2:21][CH2:22]2)[C:44]([C:40]2[S:39][CH:43]=[CH:42][CH:41]=2)=[O:45])[S:28][CH:2]=1. Procedure details: A mixture of 2-bromo-1-(5-methyl-1-phenyl-1H-pyrazol-4-yl)-1-ethanone (167 mg, 0.6 mmol) and (3-morpholin-4-yl-propyl)-thiourea (122 mg, 0.6 mmol) in dry dioxane (5 ml) was heated at 80° C. for 2 h, cooled to room temperature, and concentrated in vacuo. The resulting residue was suspended in dichloromethane (5 mL) followed by the addition of N,N-diisopropylethylamine (209 μL, 1.2 mmol) and thiophene-2-carbonyl chloride (96 μL, 0.9 mmol). The reaction mixture was maintained at room temperature ov... Starting materials: CO, Cl, CCOC(=O)C1CC1c1cnc(N)c2c(-c3ccc(NC(=O)c4cc5ccccc5n4C)c(OC)c3)csc12, [Na+], [OH-]. Yields the product COc1cc(-c2csc3c(C4CC4C(=O)O)cnc(N)c23)ccc1NC(=O)c1cc2ccccc2n1C. Reaction SMILES: [CH3:43][OH:44].[ClH:42].[NH2:1][c:2]1[n:3][cH:4][c:5]([CH:32]2[CH:33]([C:35](=[O:36])[O:37][CH2:38][CH3:39])[CH2:34]2)[c:6]2[c:7]1[c:8](-[c:11]1[cH:12][c:13]([O:30][CH3:31])[c:14]([NH:17][C:18](=[O:19])[c:20]3[n:21]([CH3:29])[c:22]4[cH:23][cH:24][cH:25][cH:26][c:27]4[cH:28]3)[cH:15][cH:16]1)[cH:9][s:10]2.[Na+:41].[OH-:40]>>[NH2:1][c:2]1[n:3][cH:4][c:5]([CH:32]2[CH:33]([C:35](=[O:36])[OH:37])[CH2:34]2)[c:6]2[c:7]1[c:8](-[c:11]1[cH:12][c:13]([O:30][CH3:31])[c:14]([NH:17][C:18](=[O:19])[c:20]3[n:21]([CH3:29])[c:22]4[cH:23][cH:24][cH:25][cH:26][c:27]4[cH:28]3)[cH:15][cH:16]1)[cH:9][s:10]2. Starting materials: CO (Methanol), [OH-].[Na+] (sodium hydroxide), CN(C)C=O (DMF), C1=CN(C=N1)CC(O)(P(=O)(O)O)P(=O)(O)O (Zoledronic acid), CN(C)C=O (DMF). Run in O (water), O (water). Yields the product C1=CN(C=N1)CC(O)(P(=O)(O)[O-])P(=O)(O)[O-].O.O.O.O.[Na+].[Na+] (Zoledronate disodium). Yield: 90.0%. Reaction SMILES: [OH-:1].[Na+:2].CN(C=[O:7])C.[CH:8]1[N:12]=[CH:11][N:10]([CH2:13][C:14]([P:20]([OH:23])([OH:22])=[O:21])([P:16]([OH:19])([OH:18])=[O:17])[OH:15])[CH:9]=1.CO>O>[CH:8]1[N:12]=[CH:11][N:10]([CH2:13][C:14]([P:16]([O-:19])([OH:18])=[O:17])([P:20]([O-:22])([OH:23])=[O:21])[OH:15])[CH:9]=1.[OH2:7].[OH2:1].[OH2:7].[OH2:7].[Na+:2].[Na+:2] |f:0.1,6.7.8.9.10.11.12|. Reported procedure: A solution of sodium hydroxide (0.7 g) in a mixture of water (20% v/v)/Methanol (80% v/v, 10 volumes per grams of ZLD-Ac form XII) (10 ml) was added drop-wise to a suspension of Zoledronic acid form XII (4.98 g) in a mixture of water (20% v/v) /Methanol (80% v/v, 10 volumes per grams of ZLD-Ac) (53 ml) at reflux temperature. The reaction mixture was heated at reflux temperature for additional 16 hours. Then the reaction mixture was cooled to room temperature. Further cooling was performed using ... The reactants are BrCCCCCBr, CCCCCC, CN(C)C=O, CC(C)OC(C)C, [H-], Cc1cc(C)c(-c2cn(C)c3nc(N)n(C)c(=O)c23)c(C)c1, [Na+], O. Yields the product Cc1cc(C)c(-c2cn(C)c3nc(N4CCCCC4)n(C)c(=O)c23)c(C)c1. Reaction SMILES: [Br:23][CH2:24][CH2:25][CH2:26][CH2:27][CH2:28][Br:29].[CH3:32][CH2:33][CH2:34][CH2:35][CH2:36][CH3:37].[CH3:45][N:46]([CH3:47])[CH:48]=[O:49].[CH:38]([O:39][CH:40]([CH3:41])[CH3:42])([CH3:43])[CH3:44].[H-:30].[NH2:1][c:2]1[n:3]([CH3:22])[c:4](=[O:21])[c:5]2[c:6]([n:7]1)[n:8]([CH3:20])[cH:9][c:10]2-[c:11]1[c:12]([CH3:19])[cH:13][c:14]([CH3:18])[cH:15][c:16]1[CH3:17].[Na+:31].[OH2:50]>>[N:1]1([c:2]2[n:3]([CH3:22])[c:4](=[O:21])[c:5]3[c:6]([n:7]2)[n:8]([CH3:20])[cH:9][c:10]3-[c:11]2[c:12]([CH3:19])[cH:13][c:14]([CH3:18])[cH:15][c:16]2[CH3:17])[CH2:24][CH2:25][CH2:26][CH2:27][CH2:28]1. Starting materials: CC1(C(C=C(N=C1)C=1C=NC=CC1)C(=O)OC)C=1SC=CN1 (methyl 5-methyl-5-(1,3-thiazol-2-yl)-2,3′-bipyridine-4-carboxylate), C[Si]([O-])(C)C.[K+] (potassium trimethylsilanolate), C(C)OCC (Ethyl ether). Solvent: O1CCCC1 (tetrahydrofuran). Conditions: time 1 hour. Product: CC=1C=C(C=NC1)C1=NC=C(C(=C1)C(=O)[O-])C=1SC=CN1.[K+] (Potassium 5′-methyl-5-(1,3-thiazol-2-yl)-2,3′-bipyridine-4-carboxylate). As a reaction SMILES: C[C:2]1([C:18]2[S:19][CH:20]=[CH:21][N:22]=2)[CH:7]=[N:6][C:5]([C:8]2[CH:9]=[N:10][CH:11]=[CH:12][CH:13]=2)=[CH:4][CH:3]1[C:14]([O:16]C)=[O:15].[CH3:23][Si](C)(C)[O-].[K+:28].C(OCC)C>O1CCCC1>[CH3:23][C:12]1[CH:13]=[C:8]([C:5]2[CH:4]=[C:3]([C:14]([O-:16])=[O:15])[C:2]([C:18]3[S:19][CH:20]=[CH:21][N:22]=3)=[CH:7][N:6]=2)[CH:9]=[N:10][CH:11]=1.[K+:28] |f:1.2,5.6|. Procedure: To a solution of methyl 5-methyl-5-(1,3-thiazol-2-yl)-2,3′-bipyridine-4-carboxylate (7-3, 890 mg, 2.9 mmol, 1 equiv) in tetrahydrofuran (14.3 mL) was added potassium trimethylsilanolate (640 mg, 5.0 mmol, 1.75 equiv). The reaction mixture was stirred at room temperature for 1 hour. Ethyl ether (15 mL) was added and the precipitate was filtered to afford the title compound (7-4) as a white solid. ESI+MS[M+H]+C15H12N3O2S=298.1 Reactants: ClC=1C=CC=C(C1C(=O)O)N (6-chloro anthranilic acid), TEA, C(C)OC(C(OC)=N)OCC (methyl 2,2-diethoxyacetimidate). Solvent: CCO (EtOH), C(C)O (ethanol). Reaction conditions: temperature 50 celsius, time 30 minute. The product is ClC1=C2C(NC(=NC2=CC=C1)C(OCC)OCC)=O (5-chloro-2-(diethoxymethyl)quinazolin-4(3H)-one). The yield is 70.8%. RXN SMILES: [Cl:1][C:2]1[CH:3]=[CH:4][CH:5]=[C:6]([NH2:11])[C:7]=1[C:8]([OH:10])=O.[CH2:12]([O:14][CH:15]([O:20][CH2:21][CH3:22])[C:16](=[NH:19])OC)[CH3:13]>CCO>[Cl:1][C:2]1[CH:3]=[CH:4][CH:5]=[C:6]2[C:7]=1[C:8](=[O:10])[NH:19][C:16]([CH:15]([O:20][CH2:21][CH3:22])[O:14][CH2:12][CH3:13])=[N:11]2. Procedure details: To a stirred solution of 6-chloro anthranilic acid (6 g, 34.97 mmol) in EtOH (60 mL) under nitrogen atmosphere was added 1.5 equivalent of TEA (14 mL, 104.9 mmol). Upon completion of addition, the mixture was heated to 50° C. where it stirred for 30 min. After this time, a methyl 2,2-diethoxyacetimidate (6 g, 41.96 mmol) in ethanol solution was added through syringe and the resulting mixture was heated to reflux where it stirred for 24 h. At the conclusion of this period, the reaction mixture wa...